This data is from the Open Reaction Database (ORD), a public repository of structured organic reaction records. The task is: describe an organic reaction: reactants, conditions, products, and yield Starting materials: N#Cc1ccc2c(c1)CC(NS(=O)(=O)N1CCOCC1)CN2, O=Cc1cccc(Cl)c1. Yields the product N#Cc1ccc2c(c1)CC(NS(=O)(=O)N1CCOCC1)CN2Cc1cccc(Cl)c1. As a reaction SMILES: [C:1](#[N:2])[c:3]1[cH:4][c:5]2[c:10]([cH:11][cH:12]1)[NH:9][CH2:8][CH:7]([NH:13][S:14](=[O:15])(=[O:16])[N:17]1[CH2:18][CH2:19][O:20][CH2:21][CH2:22]1)[CH2:6]2.[Cl:23][c:24]1[cH:25][c:26]([CH:27]=[O:28])[cH:29][cH:30][cH:31]1>>[C:1](#[N:2])[c:3]1[cH:4][c:5]2[c:10]([cH:11][cH:12]1)[N:9]([CH2:27][c:26]1[cH:25][c:24]([Cl:23])[cH:31][cH:30][cH:29]1)[CH2:8][CH:7]([NH:13][S:14](=[O:15])(=[O:16])[N:17]1[CH2:18][CH2:19][O:20][CH2:21][CH2:22]1)[CH2:6]2. Reported procedure: The compound obtained in Example 2 (1.40 g) was dissolved in methanol (100 ml), and then to the solution was added potassium carbonate (2.0 g, 15 mmol), followed by stirring at room temperature for 15 minutes. The reaction mixture was partitioned between ethyl acetate (200 ml) and distilled water (300 ml), and then the water layer was extracted with ethyl acetate (100 ml). The combined extracts were washed with saline, and dried (Na2SO4), the solvent was distilled off under reduced pressure. The... The product is C(C1=CC=CC=C1)N(C)CC1=C(SC=2N(C=C(C(C21)=O)C(C(C)C)=O)CC2=C(C=CC=C2F)F)C2=CC=C(C=C2)NC(C(CO)C)=O (3-(N-benzyl-N-methylaminomethyl)-4,7-dihydro-5-isobutyryl-7-(2,6-difluorobenzyl)-2-[4-(3-hydroxy-2-methylpropionylamino)phenyl]-4-oxothieno[2,3-b]pyridine). Reaction SMILES: C([O:4][CH2:5][CH:6]([CH3:49])[C:7]([NH:9][C:10]1[CH:15]=[CH:14][C:13]([C:16]2[S:39][C:19]3[N:20]([CH2:30][C:31]4[C:36]([F:37])=[CH:35][CH:34]=[CH:33][C:32]=4[F:38])[CH:21]=[C:22]([C:25](=[O:29])[CH:26]([CH3:28])[CH3:27])[C:23](=[O:24])[C:18]=3[C:17]=2N(CC2C=CC=CC=2)C)=[CH:12][CH:11]=1)=[O:8])(=O)C.C(=O)([O-])[O-].[K+].[K+]>CO>[CH2:30]([N:20]([CH2:21][C:17]1[C:18]2[C:23](=[O:24])[C:22]([C:25](=[O:29])[CH:26]([CH3:27])[CH3:28])=[CH:21][N:20]([CH2:30][C:31]3[C:36]([F:37])=[CH:35][CH:34]=[CH:33][C:32]=3[F:38])[C:19]=2[S:39][C:16]=1[C:13]1[CH:14]=[CH:15][C:10]([NH:9][C:7](=[O:8])[CH:6]([CH3:49])[CH2:5][OH:4])=[CH:11][CH:12]=1)[CH3:19])[C:31]1[CH:36]=[CH:35][CH:34]=[CH:33][CH:32]=1 |f:1.2.3|. Conditions: time 15 minute. The yield is 141.5%. Reactants: C(C)(=O)OCC(C(=O)NC1=CC=C(C=C1)C1=C(C2=C(N(C=C(C2=O)C(C(C)C)=O)CC2=C(C=CC=C2F)F)S1)N(C)CC1=CC=CC=C1)C (4,7-dihydro-2-[4(3-acetoxy-2-methylpropionylamino)phenyl]-7-(2,6-difluorobenzyl)-3-(N-benzyl-N-methylamino)-5-isobutyryl-4-oxothieno[2,3-b]pyridine), C([O-])([O-])=O.[K+].[K+] (potassium carbonate). Solvent: CO (methanol). Product: CN1CCN(c2ccc(Nc3ncc4c(n3)N(C3CC5CCC3C5)C(=O)NC4)cc2)CC1. Starting materials: CC#N, CCOC(C)=O, CS(=O)c1ncc2c(n1)N(C1CC3CCC1C3)C(=O)NC2, CN1CCN(c2ccc(N)cc2)CC1, O=C(O)C(F)(F)F. Reaction SMILES: [CH3:43][C:44]#[N:45].[CH3:46][CH2:47][O:48][C:49](=[O:50])[CH3:51].[CH:1]12[CH:2]([N:8]3[C:9](=[O:21])[NH:10][CH2:11][c:12]4[c:13]3[n:14][c:15]([S:18]([CH3:19])=[O:20])[n:16][cH:17]4)[CH2:3][CH:4]([CH2:5][CH2:6]1)[CH2:7]2.[NH2:22][c:23]1[cH:24][cH:25][c:26]([N:29]2[CH2:30][CH2:31][N:32]([CH3:35])[CH2:33][CH2:34]2)[cH:27][cH:28]1.[OH:36][C:37]([C:38]([F:39])([F:40])[F:41])=[O:42]>>[CH:1]12[CH:2]([N:8]3[C:9](=[O:21])[NH:10][CH2:11][c:12]4[c:13]3[n:14][c:15]([NH:22][c:23]3[cH:24][cH:25][c:26]([N:29]5[CH2:30][CH2:31][N:32]([CH3:35])[CH2:33][CH2:34]5)[cH:27][cH:28]3)[n:16][cH:17]4)[CH2:3][CH:4]([CH2:5][CH2:6]1)[CH2:7]2. The product is NC=1C=C(C=CC1)NC1=NC=2N(C(=C1)NC=1C=C(C(=O)O)C=CC1)N=CC2CCCCC(=O)O (3-[5-(3-amino-phenylamino)-3-(4-carboxy-butyl)-pyrazolo[1,5-a]pyrimidin-7-ylamino]-benzoic acid). Starting materials: COC(C1=CC(=CC=C1)NC1=CC(=NC=2N1N=CC2CCCCC(=O)OC)NC2=CC(=CC=C2)N)=O (3-[5-(3-amino-phenylamino)-3-(4-methoxycarbonyl-butyl)-pyrazolo[1,5-a]pyrimidin-7-ylamino]-benzoic acid methyl ester), [OH-].[Na+] (NaOH). The yield is 53.5%. Reaction SMILES: C[O:2][C:3](=[O:36])[C:4]1[CH:9]=[CH:8][CH:7]=[C:6]([NH:10][C:11]2[N:16]3[N:17]=[CH:18][C:19]([CH2:20][CH2:21][CH2:22][CH2:23][C:24]([O:26]C)=[O:25])=[C:15]3[N:14]=[C:13]([NH:28][C:29]3[CH:34]=[CH:33][CH:32]=[C:31]([NH2:35])[CH:30]=3)[CH:12]=2)[CH:5]=1.[OH-].[Na+]>CO>[NH2:35][C:31]1[CH:30]=[C:29]([NH:28][C:13]2[CH:12]=[C:11]([NH:10][C:6]3[CH:5]=[C:4]([CH:9]=[CH:8][CH:7]=3)[C:3]([OH:36])=[O:2])[N:16]3[N:17]=[CH:18][C:19]([CH2:20][CH2:21][CH2:22][CH2:23][C:24]([OH:26])=[O:25])=[C:15]3[N:14]=2)[CH:34]=[CH:33][CH:32]=1 |f:1.2|. Run in CO (MeOH). Reported procedure: To a solution of compound (16a) (102.1 mg, 0.203 mmol) in 5 mL of MeOH was added 1 M NaOH (0.41 mL, 0.407 mmol). The reaction mixture was refluxed for 1 h, and concentrated. HPLC purification gave 3-[5-(3-amino-phenylamino)-3-(4-carboxy-butyl)-pyrazolo[1,5-a]pyrimidin-7-ylamino]-benzoic acid (17a) (50 mg). Reactants: NC1=CC=CC=C1 (aniline), [BH4-].[Na+] (NaBH4), C12C(CC(CC1)C2)=O (2-norbornanone), N1N=NC2=C1C=CC=C2 (benzotriazole). The solvent is CO (methanol), C=1(C(=CC=CC1)C)C (xylene), O (water). Reaction conditions: time 16 hour. Yields the product C12(CCC(CC1)C2)C2=C(C=CC=C2)N (2-norbornylphenylamine). Isolated yield 106.9%. RXN SMILES: [NH2:1][C:2]1[CH:7]=[CH:6][CH:5]=[CH:4][CH:3]=1.[CH:8]12[CH2:14][CH:11]([CH2:12][CH2:13]1)[CH2:10][C:9]2=O.N1C2C=CC=CC=2N=N1.[BH4-].[Na+]>CO.O.C1(C)C(C)=CC=CC=1>[C:8]12([C:3]3[CH:4]=[CH:5][CH:6]=[CH:7][C:2]=3[NH2:1])[CH2:14][CH:11]([CH2:12][CH2:13]1)[CH2:10][CH2:9]2 |f:3.4|. Procedure: In a 250 mL flask equipped with a Dean-Start separator, the following mixture is brought to reflux: 9.3 g of aniline, 12.1 g 2-norbornanone, 13.2 g benzotriazole and 120 mL xylene. After 16 h, the mixture is reduced to dryness, then it is solubilized in 300 mL methanol, and the product is reduced with 6 g NaBH4 at 50° C. for 1 h. The mixture is then poured into 200 mL water and the organic product is extracted with 3×100 mL toluene. The organic phase is recovered, dried over magnesium sulfate, a... Starting materials: CCCCCBr, O=Cc1cccn1-c1ccccc1. Product: CCCCCC(O)c1cccn1-c1ccccc1. Reaction SMILES: [Br:1][CH2:2][CH2:3][CH2:4][CH2:5][CH3:6].[c:7]1(-[n:13]2[c:14]([CH:18]=[O:19])[cH:15][cH:16][cH:17]2)[cH:8][cH:9][cH:10][cH:11][cH:12]1>>[CH2:2]([CH2:3][CH2:4][CH2:5][CH3:6])[CH:18]([c:14]1[n:13](-[c:7]2[cH:8][cH:9][cH:10][cH:11][cH:12]2)[cH:17][cH:16][cH:15]1)[OH:19]. The reactants are CN(C)C=O, COc1cccc2c1OC1(CCCC1)C2, [Na+], [OH-], O, O=P(Cl)(Cl)Cl. Yields the product COc1cc(C=O)cc2c1OC1(CCCC1)C2. Reaction SMILES: [CH3:24][N:25]([CH:26]=[O:27])[CH3:28].[CH3:6][O:7][c:8]1[cH:9][cH:10][cH:11][c:12]2[c:16]1[O:15][C:14]1([CH2:13]2)[CH2:17][CH2:18][CH2:19][CH2:20]1.[Na+:23].[OH-:22].[OH2:21].[P:1]([Cl:2])([Cl:3])([Cl:4])=[O:5]>>[CH3:6][O:7][c:8]1[cH:9][c:10]([CH:26]=[O:27])[cH:11][c:12]2[c:16]1[O:15][C:14]1([CH2:13]2)[CH2:17][CH2:18][CH2:19][CH2:20]1. Reactants: C(C)(C)(C)OC(=O)NCCCC[C@H](N)C(=O)O (Nε-tert.butyloxycarbonyl-L-lysine), C(C1=CC=CC=C1)[N+](CC)(CC)CC (benzyltriethylammonium), [N+](=O)([O-])C1=CC=C(C=C1)OC([C@@H](NC(=O)OCC1=CC=CC=C1)CC(N)=O)=O (benzyloxycarbonyl-L-asparagine-4-nitrophenyl ester), N1=CC=CC=C1 (pyridine). Solvent: CN(C=O)C (dimethylformamide). The product is C(C1=CC=CC=C1)OC(=O)N[C@@H](CC(N)=O)C(=O)N[C@@H](CCCCNC(=O)OC(C)(C)C)C(=O)O (Benzyloxycarbonyl-L-asparaginyl-Nε-tert.butyloxycarbonyl-L-lysine). Reaction SMILES: [C:1]([O:5][C:6]([NH:8][CH2:9][CH2:10][CH2:11][CH2:12][C@@H:13]([C:15]([OH:17])=[O:16])[NH2:14])=[O:7])([CH3:4])([CH3:3])[CH3:2].C([N+](CC)(CC)CC)C1C=CC=CC=1.[N+](C1C=CC([O:41][C:42](=O)[C@H:43]([CH2:55][C:56](=[O:58])[NH2:57])[NH:44][C:45]([O:47][CH2:48][C:49]2[CH:54]=[CH:53][CH:52]=[CH:51][CH:50]=2)=[O:46])=CC=1)([O-])=O.N1C=CC=CC=1>CN(C)C=O>[CH2:48]([O:47][C:45]([NH:44][C@H:43]([C:42]([NH:14][C@H:13]([C:15]([OH:17])=[O:16])[CH2:12][CH2:11][CH2:10][CH2:9][NH:8][C:6]([O:5][C:1]([CH3:4])([CH3:2])[CH3:3])=[O:7])=[O:41])[CH2:55][C:56](=[O:58])[NH2:57])=[O:46])[C:49]1[CH:50]=[CH:51][CH:52]=[CH:53][CH:54]=1. Procedure: 51 g Nε-tert.butyloxycarbonyl-L-lysine were converted in a conventional manner into the benzyltriethylammonium salt and then stirred in 700 ml dimethylformamide with 81 g benzyloxycarbonyl-L-asparagine-4-nitrophenyl ester with the addition of 1 equivalent of pyridine for 48 hours at 20°. The residue left after vacuum evaporation was treated with ethyl acetate and potassium hydrogen sulfate solutions simultaneously; the thick precipitate formed was filtered off and then recrystallised from ethano...